From a dataset of the Open Reaction Database (ORD), a public repository of structured organic reaction records. describe an organic reaction: reactants, conditions, products, and yield Reactants: CC(C)(C)[Si](C)(C)ON, CC=CC=O, ClCCl. Yields the product CC=CC=NO[Si](C)(C)C(C)(C)C. Reaction SMILES: [C:6]([CH3:7])([CH3:8])([CH3:9])[Si:10]([O:11][NH2:12])([CH3:13])[CH3:14].[CH:1]([CH:2]=[CH:3][CH3:4])=[O:5].[Cl:15][CH2:16][Cl:17]>>[CH:1]([CH:2]=[CH:3][CH3:4])=[N:12][O:11][Si:10]([C:6]([CH3:7])([CH3:8])[CH3:9])([CH3:13])[CH3:14].